This data is from the Open Reaction Database (ORD), a public repository of structured organic reaction records. The task is: describe an organic reaction: reactants, conditions, products, and yield Starting materials: C(C1=CC=CC=C1)N1C(CN(CC1)CC1=CC=CC=C1)CF (1,4-dibenzyl-2-fluoromethyl piperazine), Cl (hydrochloric acid), [H][H] (hydrogen). Reagents/catalysts: [Pd] (palladium-on-carbon). Run in CO (methanol). The product is Cl.Cl.FCC1NCCNC1 (2-fluoromethylpiperazine dihydrochloride). RXN SMILES: C([N:8]1[CH2:13][CH2:12][N:11](CC2C=CC=CC=2)[CH2:10][CH:9]1[CH2:21][F:22])C1C=CC=CC=1.[ClH:23].[H][H]>CO.[Pd]>[ClH:23].[ClH:23].[F:22][CH2:21][CH:9]1[CH2:10][NH:11][CH2:12][CH2:13][NH:8]1 |f:5.6.7|. Procedure: A mixture of a solution of 23.85 g (0.08 mole) of 1,4-dibenzyl-2-fluoromethyl piperazine [prepared as described in step (c) above] in 500 ml of methanol and 33 ml of concentrated aqueous, hydrochloric acid was stirred vigorously at room temperature for 1 hour in an atmosphere of hydrogen and in the presence of 1.0 g of 20% w/w palladium-on-carbon. At the end of this time, the catalyst was removed by filtration and washed with water. The filtrate and washings were concentrated by evaporation unde...